Dataset: the Open Reaction Database (ORD), a public repository of structured organic reaction records. Task: describe an organic reaction: reactants, conditions, products, and yield Reactants: CCOC(=O)CP(=O)(OCC)OCC, CN(C)C=O, [H-], [Na+], O, COc1cc(COc2nn(C)cc2C=O)ccc1OCc1nc(-c2ccco2)oc1C. Product: CCOC(=O)C=Cc1cn(C)nc1OCc1ccc(OCc2nc(-c3ccco3)oc2C)c(OC)c1. Reaction SMILES: [CH2:32]([O:33][P:34]([O:35][CH2:36][CH3:37])(=[O:38])[CH2:40][C:41](=[O:42])[O:43][CH2:44][CH3:45])[CH3:39].[CH3:46][N:47]([CH3:48])[CH:49]=[O:50].[H-:51].[Na+:52].[OH2:53].[o:1]1[c:2](-[c:6]2[o:7][c:8]([CH3:31])[c:9]([CH2:11][O:12][c:13]3[c:14]([O:29][CH3:30])[cH:15][c:16]([CH2:17][O:18][c:19]4[n:20][n:21]([CH3:26])[cH:22][c:23]4[CH:24]=[O:25])[cH:27][cH:28]3)[n:10]2)[cH:3][cH:4][cH:5]1>>[o:1]1[c:2](-[c:6]2[o:7][c:8]([CH3:31])[c:9]([CH2:11][O:12][c:13]3[c:14]([O:29][CH3:30])[cH:15][c:16]([CH2:17][O:18][c:19]4[n:20][n:21]([CH3:26])[cH:22][c:23]4[CH:24]=[CH:40][C:41](=[O:42])[O:43][CH2:44][CH3:45])[cH:27][cH:28]3)[n:10]2)[cH:3][cH:4][cH:5]1. Reactants: O (water), N1CCOCC1 (morpholine), FC=1C=C(C=CC1F)C1=CC=C(C=C1)C(/C=C/C(=O)O)O (4-(3',4'-difluoro-4-biphenylyl)-4-hydroxy-crotonic acid), C1(CCCCC1)N (cyclohexylamine). The solvent is CO (methanol). Product: FC=1C=C(C=CC1F)C1=CC=C(C=C1)C(CCC(=O)O)O (4-(3',4'-Difluoro-4-biphenylyl)-4-hydroxy-butyric acid). Yield: 44.0%. RXN SMILES: N1CCOCC1.[F:7][C:8]1[CH:9]=[C:10]([C:15]2[CH:20]=[CH:19][C:18]([CH:21]([OH:27])/[CH:22]=[CH:23]/[C:24]([OH:26])=[O:25])=[CH:17][CH:16]=2)[CH:11]=[CH:12][C:13]=1[F:14].C1(N)CCCCC1.O>CO>[F:7][C:8]1[CH:9]=[C:10]([C:15]2[CH:16]=[CH:17][C:18]([CH:21]([OH:27])[CH2:22][CH2:23][C:24]([OH:26])=[O:25])=[CH:19][CH:20]=2)[CH:11]=[CH:12][C:13]=1[F:14]. Procedure: Prepared analogous to Example 46 from the morpholine salt of 4-(3',4'-difluoro-4-biphenylyl)-4-hydroxy-crotonic acid in methanol. Melting point of the cyclohexylamine salt: 170°-171° C. (from water). Yield: 44% of theory. Starting materials: Cl.N[C@H](C(=O)OC(C)(C)C)CNC(=O)OC(C)(C)C (tert-Butyl (2S)-amino-3-tert-butoxycarbonylaminopropionate hydrochloride), C(C)(C)N(CC)C(C)C (diisopropylethylamine), OCC12CC3CC(CC(C1)C3)C2 ((1-hydroxymethyl)adamantane), C(=O)(N1C=NC=C1)N1C=NC=C1 (carbonyldiimidazole). Run in C1CCOC1 (THF), C1CCOC1 (THF). Run at temperature 60 celsius, time 4 hour. The product is 9, C12(CC3CC(CC(C1)C3)C2)COC(=O)N[C@H](C(=O)OC(C)(C)C)CNC(=O)OC(C)(C)C (tert-Butyl (2S)-(adamant-1-ylmethoxycarbonylamino)-3-tert-butoxycarbonylaminopropionate). The yield is 59.0%. Reaction SMILES: [OH:1][CH2:2][C:3]12[CH2:12][CH:7]3[CH2:8][CH:9]([CH2:11][CH:5]([CH2:6]3)[CH2:4]1)[CH2:10]2.[C:13](N1C=CN=C1)(N1C=CN=C1)=[O:14].Cl.[NH2:26][C@@H:27]([CH2:35][NH:36][C:37]([O:39][C:40]([CH3:43])([CH3:42])[CH3:41])=[O:38])[C:28]([O:30][C:31]([CH3:34])([CH3:33])[CH3:32])=[O:29].C(N(C(C)C)CC)(C)C>C1COCC1>[C:3]12([CH2:2][O:1][C:13]([NH:26][C@@H:27]([CH2:35][NH:36][C:37]([O:39][C:40]([CH3:43])([CH3:42])[CH3:41])=[O:38])[C:28]([O:30][C:31]([CH3:33])([CH3:34])[CH3:32])=[O:29])=[O:14])[CH2:12][CH:7]3[CH2:6][CH:5]([CH2:11][CH:9]([CH2:8]3)[CH2:10]1)[CH2:4]2 |f:2.3|. Procedure: A solution of 10.9 g (65.4 mmol) of (1-hydroxymethyl)adamantane and 10.6 g (65.4 mmol) of carbonyldiimidazole in 60 ml of THF is stirred at 50° C. for 1.5 h. 9.7 g (32.7 mmol) of (13.9) in 25 ml of THF and 5.6 ml (32.7 mmol) of diisopropylethylamine (DIPEA) are added and the mixture is stirred at 60° C. for 4 h and then left to stand at room temperature overnight. The solvent is removed in vacuo and the residue is chromatographed through silica gel using heptane/ethyl acetate=7/3. 8.7 9 (59%) of... Starting materials: FC(OC1=C(C(=NC=N1)CO)C)F ((6-(difluoromethoxy)-5-methylpyrimidin-4-yl)methanol), S(=O)(Cl)Cl (thionyl chloride). Solvent: C(Cl)Cl (DCM). Run at time 4 hour. The product is ClCC1=NC=NC(=C1C)OC(F)F (4-(chloromethyl)-6-(difluoromethoxy)-5-methylpyrimidine). As a reaction SMILES: [F:1][CH:2]([F:13])[O:3][C:4]1[N:9]=[CH:8][N:7]=[C:6]([CH2:10]O)[C:5]=1[CH3:12].S(Cl)([Cl:16])=O>C(Cl)Cl>[Cl:16][CH2:10][C:6]1[C:5]([CH3:12])=[C:4]([O:3][CH:2]([F:13])[F:1])[N:9]=[CH:8][N:7]=1. Reported procedure: To a solution of (6-(difluoromethoxy)-5-methylpyrimidin-4-yl)methanol 49 (15 g, 78.94 mmol) dissolved in DCM (150 ml) added thionyl chloride (8.59 ml, 118.42 mmol). The reaction mixture was stirred for 4 h at RT. The solvent was removed under vacuum pump to afford 4-(chloromethyl)-6-(difluoromethoxy)-5-methylpyrimidine 50 as a brown solid. Yield: 14 g (85%); 1H NMR (400 MHz, DMSO-d6) δ=8.74 (s, 1H), 7.77 (t, 1H, J=95.4 Hz), 4.81 (s, 2H), 2.24 (s, 3H).